From a dataset of the Open Reaction Database (ORD), a public repository of structured organic reaction records. describe an organic reaction: reactants, conditions, products, and yield Starting materials: C(C1=CC=CC=C1)OC=1C=C(C=CC1OCCOC)NC1=NC=C(C(=N1)NC=1C=C(C=CC1)NC(OC(C)(C)C)=O)F (tert-butyl (3-((2-((3-(benzyloxy)-4-(2-methoxyethoxy)phenyl)amino)-5-fluoropyrimidin-4-yl)amino)phenyl)carbamate). The reagents and catalysts are [Pd] (Pd—C). Run in C(C)O (ethanol). Conditions: time 50 hour. The product is FC=1C(=NC(=NC1)NC1=CC(=C(C=C1)OCCOC)O)NC=1C=C(C=CC1)NC(OC(C)(C)C)=O (tert-butyl (3-((5-fluoro-2-((3-hydroxy-4-(2-methoxyethoxy)phenyl)amino)pyrimidin-4-yl)amino)phenyl)carbamate). Yield: 81.3%. RXN SMILES: C([O:8][C:9]1[CH:10]=[C:11]([NH:20][C:21]2[N:26]=[C:25]([NH:27][C:28]3[CH:29]=[C:30]([NH:34][C:35](=[O:41])[O:36][C:37]([CH3:40])([CH3:39])[CH3:38])[CH:31]=[CH:32][CH:33]=3)[C:24]([F:42])=[CH:23][N:22]=2)[CH:12]=[CH:13][C:14]=1[O:15][CH2:16][CH2:17][O:18][CH3:19])C1C=CC=CC=1>[Pd].C(O)C>[F:42][C:24]1[C:25]([NH:27][C:28]2[CH:29]=[C:30]([NH:34][C:35](=[O:41])[O:36][C:37]([CH3:39])([CH3:38])[CH3:40])[CH:31]=[CH:32][CH:33]=2)=[N:26][C:21]([NH:20][C:11]2[CH:12]=[CH:13][C:14]([O:15][CH2:16][CH2:17][O:18][CH3:19])=[C:9]([OH:8])[CH:10]=2)=[N:22][CH:23]=1. Procedure: In a 100 mL Autoclave, Pd—C (0.035 g) and ethanol were charged. tert-butyl (3-((2-((3-(benzyloxy)-4-(2-methoxyethoxy)phenyl)amino)-5-fluoropyrimidin-4-yl)amino)phenyl)carbamate (0.35 g) was added to the above reaction mixture, and the autoclave was flushed with nitrogen. Hydrogen pressure (140 psi) was applied and reaction mixture was stirred at room temperature for 50 hr. After completion, the reaction mixture was filtered using Celite and the filter cake was washed with ethanol. The filtrate w...